From a dataset of the Open Reaction Database (ORD), a public repository of structured organic reaction records. describe an organic reaction: reactants, conditions, products, and yield RXN SMILES: [CH3:35][CH2:36][CH2:37][CH2:38][CH2:39][CH2:40][CH3:41].[CH3:42][CH2:43][O:44][C:45]([CH3:46])=[O:47].[CH:13](=[O:14])[CH:15]=[P:16]([c:17]1[cH:18][cH:19][cH:20][cH:21][cH:22]1)([c:23]1[cH:24][cH:25][cH:26][cH:27][cH:28]1)[c:29]1[cH:30][cH:31][cH:32][cH:33][cH:34]1.[Cl:1][c:2]1[cH:3][cH:4][c:5]2[c:6]([cH:7][c:8]([CH:10]=[O:11])[o:9]2)[cH:12]1.[Cl:48][CH2:49][Cl:50]>>[Cl:1][c:2]1[cH:3][cH:4][c:5]2[c:6]([cH:7][c:8]([CH:10]=[CH:15][CH:13]=[O:14])[o:9]2)[cH:12]1. Product: O=CC=Cc1cc2cc(Cl)ccc2o1. Starting materials: CCCCCCC, CCOC(C)=O, O=CC=P(c1ccccc1)(c1ccccc1)c1ccccc1, O=Cc1cc2cc(Cl)ccc2o1, ClCCl. Starting materials: CCCC[N+](CCCC)(CCCC)CCCC, Cc1ccccc1, COCCOC, OC1CCCC(O)C1, CCc1ccc(-c2c(-c3ccccc3F)oc3ncnc(Cl)c23)cc1, Cl, [Na+], [OH-], O, O=S(=O)([O-])O. The product is CCc1ccc(-c2c(-c3ccccc3F)oc3ncnc(OC4CCCC(O)C4)c23)cc1. Reaction SMILES: [CH2:56]([N+:57]([CH2:58][CH2:59][CH2:60][CH3:61])([CH2:62][CH2:63][CH2:64][CH3:65])[CH2:66][CH2:67][CH2:68][CH3:69])[CH2:70][CH2:71][CH3:72].[CH3:37][c:38]1[cH:39][cH:40][cH:41][cH:42][cH:43]1.[CH3:44][O:45][CH2:46][CH2:47][O:48][CH3:49].[CH:3]1([OH:10])[CH2:4][CH:5]([OH:9])[CH2:6][CH2:7][CH2:8]1.[Cl:11][c:12]1[c:13]2[c:14]([n:15][cH:16][n:17]1)[o:18][c:19](-[c:29]1[c:30]([F:35])[cH:31][cH:32][cH:33][cH:34]1)[c:20]2-[c:21]1[cH:22][cH:23][c:24]([CH2:27][CH3:28])[cH:25][cH:26]1.[ClH:36].[Na+:2].[OH-:1].[OH2:50].[S:51]([O-:52])([OH:53])(=[O:54])=[O:55]>>[CH:3]1([OH:10])[CH2:4][CH:5]([O:9][c:12]2[c:13]3[c:14]([n:15][cH:16][n:17]2)[o:18][c:19](-[c:29]2[c:30]([F:35])[cH:31][cH:32][cH:33][cH:34]2)[c:20]3-[c:21]2[cH:22][cH:23][c:24]([CH2:27][CH3:28])[cH:25][cH:26]2)[CH2:6][CH2:7][CH2:8]1. The reactants are N1=CC(=CC=C1)B(O)O (pyridine-3-boronic acid), C(=O)([O-])[O-].[Na+].[Na+] (Na2CO3), palladium(0) tetrakis-triphenylphosphine, C1(=CC=CC=C1)C1=C(N=NC(=C1)Cl)Cl (4-phenyl-3,6-dichloropyridazine). Run in O1CCOCC1 (dioxane), O (water). Conditions: temperature 10 celsius. The product is ClC=1N=NC(=CC1C1=CC=CC=C1)C=1C=NC=CC1 (3-chloro-4-phenyl-6-pyridin-3-ylpyridazine). RXN SMILES: [C:1]1([C:7]2[CH:12]=[C:11](Cl)[N:10]=[N:9][C:8]=2[Cl:14])[CH:6]=[CH:5][CH:4]=[CH:3][CH:2]=1.[N:15]1[CH:20]=[CH:19][CH:18]=[C:17](B(O)O)[CH:16]=1.C([O-])([O-])=O.[Na+].[Na+]>O1CCOCC1.O>[Cl:14][C:8]1[N:9]=[N:10][C:11]([C:17]2[CH:16]=[N:15][CH:20]=[CH:19][CH:18]=2)=[CH:12][C:7]=1[C:1]1[CH:6]=[CH:5][CH:4]=[CH:3][CH:2]=1 |f:2.3.4|. Procedure details: 4-Phenyl-3,6-dichloropyridazine (1-1; 113 mg, 0.5 mmol) was dissolved in dry dioxane (2 mL). Then pyridine-3-boronic acid (99 mg, 0.8 mmol), 2 M aqueous Na2CO3 (0.75 mL) and palladium(0) tetrakis-triphenylphosphine (60 mg, 0.04 mmol) were added. This mixture was degassed, the vessel sealed and heated at 10° C. for 9 hours. The cooled reaction was diluted with water and the product mixture extracted into ethyl acetate, the extract dried over anhydrous NaSO4, filtered and evaporated. The product w... The reactants are COC(C=O)OC (dimethoxyacetaldehyde), Cl.NCCC1=CC=C(C=2NC(SC21)=O)O (7-(2-aminoethyl)-4-hydroxy-1,3-benzothiazol-2(3H)-one hydrochloride), C(#N)[BH3-].[Na+] (sodium cyanoborohydride), Cl (HCl), C(=O)(O)[O-].[Na+] (NaHCO3), CC(=O)O (AcOH), C1=CC=C(C=C1)COC(=O)Cl (Benzyl chloridocarbonate). Solvent: C1CCOC1 (THF), O (water). Run at time 30 minute. Yields the product COC(CN(C(OCC1=CC=CC=C1)=O)CCC1=CC=C(C=2NC(SC21)=O)O)OC (Benzyl (2,2-dimethoxyethyl)[2-(4-hydroxy-2-oxo-2,3-dihydro-1,3-benzothiazol-7-yl)ethyl]carbamate). Reaction SMILES: [CH3:1][O:2][CH:3]([O:6][CH3:7])[CH:4]=O.Cl.[NH2:9][CH2:10][CH2:11][C:12]1[C:20]2[S:19][C:18](=[O:21])[NH:17][C:16]=2[C:15]([OH:22])=[CH:14][CH:13]=1.CC(O)=O.C([BH3-])#N.[Na+].C([O-])(O)=O.[Na+].[CH:36]1[CH:41]=[CH:40][C:39]([CH2:42][O:43][C:44](Cl)=[O:45])=[CH:38][CH:37]=1.Cl>C1COCC1.O>[CH3:7][O:6][CH:3]([O:2][CH3:1])[CH2:4][N:9]([CH2:10][CH2:11][C:12]1[C:20]2[S:19][C:18](=[O:21])[NH:17][C:16]=2[C:15]([OH:22])=[CH:14][CH:13]=1)[C:44](=[O:45])[O:43][CH2:42][C:39]1[CH:40]=[CH:41][CH:36]=[CH:37][CH:38]=1 |f:1.2,4.5,6.7|. Procedure details: 60% Aqueous dimethoxyacetaldehyde (7.0 ml, 40 mmol) was added dropwise over 1 min to a solution of 7-(2-aminoethyl)-4-hydroxy-1,3-benzothiazol-2(3H)-one hydrochloride (10.0 g, 40 mmol) in a mixture of THF (100 ml) and water (50 ml). The reaction was stirred for 30 min, AcOH (2.4 ml, 40 mmol) added, followed by sodium cyanoborohydride (5.1 g, 80 mmol) and stirred for 20 h. The mixture was quenched with water (50 ml), EtOAc (100 ml) added, followed by NaHCO3 (13.6 g, 160 mmol) and the mixture stir... Starting materials: Cl, CON, O, CCCOc1ccc(C=O)cc1O, c1ccncc1. The product is CCCOc1ccc(C=NOC)cc1O. As a reaction SMILES: [ClH:20].[O:21]([CH3:22])[NH2:23].[OH2:24].[OH:1][c:2]1[cH:3][c:4]([CH:5]=[O:6])[cH:7][cH:8][c:9]1[O:10][CH2:11][CH2:12][CH3:13].[cH:14]1[cH:15][cH:16][n:17][cH:18][cH:19]1>>[OH:1][c:2]1[cH:3][c:4]([CH:5]=[N:23][O:21][CH3:22])[cH:7][cH:8][c:9]1[O:10][CH2:11][CH2:12][CH3:13].